Dataset: the Open Reaction Database (ORD), a public repository of structured organic reaction records. Task: describe an organic reaction: reactants, conditions, products, and yield Starting materials: ClC=1C=C(C(=O)O)C=C(C1Cl)OC(C)C (3,4-Dichloro-5-isopropoxybenzoic acid), CCN(C(C)C)C(C)C (DIPEA), NC1=CC(=C(C(=O)OC)C=C1)C (methyl 4-amino-2-methylbenzoate). The product is ClC=1C=C(C(=O)NC2=CC(=C(C(=O)OC)C=C2)C)C=C(C1Cl)OC(C)C (Methyl 4-(3,4-dichloro-5-isopropoxybenzamido)-2-methylbenzoate). Isolated yield 68.0%. As a reaction SMILES: [Cl:1][C:2]1[CH:3]=[C:4]([CH:8]=[C:9]([O:12][CH:13]([CH3:15])[CH3:14])[C:10]=1[Cl:11])[C:5]([OH:7])=O.CCN(C(C)C)C(C)C.[NH2:25][C:26]1[CH:35]=[CH:34][C:29]([C:30]([O:32][CH3:33])=[O:31])=[C:28]([CH3:36])[CH:27]=1>>[Cl:1][C:2]1[CH:3]=[C:4]([CH:8]=[C:9]([O:12][CH:13]([CH3:15])[CH3:14])[C:10]=1[Cl:11])[C:5]([NH:25][C:26]1[CH:35]=[CH:34][C:29]([C:30]([O:32][CH3:33])=[O:31])=[C:28]([CH3:36])[CH:27]=1)=[O:7]. Procedure: Methyl 4-(3,4-dichloro-5-isopropoxybenzamido)-2-methylbenzoate (10) (237 mg, 68%) was prepared from 3,4-dichloro-5-isopropoxybenzoic acid (8) (200 mg, 800 μmol) using a procedure essentially the same as in step (i) for AAA-064 except that DIPEA was used instead of TEA, and methyl 4-amino-2-methylbenzoate (9) was used instead of methyl 4-amino-2-fluorobenzoate: m/z 396 [M+H]+ (ES+), 394 [M−H]− (ES−), 1H NMR (400 MHz, DMSO-d6) δ: 10.51 (1H, s), 7.89 (1H, d), 7.81 (1H, d), 7.77-7.72 (2H, m), 7.64 (... Reactants: C(C1=CC=CC=C1)OCCCC[C@@H](CO[Si](C)(C)C(C)(C)C)C ([(S)-6-Benzyloxy-2-methyl-hexyloxy]-tert-butyl-dimethyl-silane). The reagents and catalysts are [OH-].[OH-].[Pd+2] (Pd(OH)2/C). Run in C1CCOC1 (THF). Product: C(C)(C)(C)[Si](OC[C@H](CCCCO)C)(C)C ((S)-6-(tert-Butyl-dimethyl-silanyloxy)-5-methyl-hexan-1-ol). The yield is 100.2%. Reaction SMILES: C([O:8][CH2:9][CH2:10][CH2:11][CH2:12][C@H:13]([CH3:23])[CH2:14][O:15][Si:16]([C:19]([CH3:22])([CH3:21])[CH3:20])([CH3:18])[CH3:17])C1C=CC=CC=1>C1COCC1.[OH-].[OH-].[Pd+2]>[C:19]([Si:16]([CH3:18])([CH3:17])[O:15][CH2:14][C@@H:13]([CH3:23])[CH2:12][CH2:11][CH2:10][CH2:9][OH:8])([CH3:21])([CH3:22])[CH3:20] |f:2.3.4|. Reported procedure: A solution of 64.0 g (0.19 mol) of the benzylether VIII in 500 ml of THF was hydrogenated (3.5 bar) over 7.0 g of 20% Pd(OH)2/C for 30 min at ambient temperature. The catalyst was removed by filtration and the filtrate was concentrated to afford alcohol IX as colorless oil (46.9 g, 100%). Rf=0.33 (SiO2, 1:1 heptane-TBME). Reactants: FC1=CC(=C(C=C1)N1C(=NC(=C1CN1C(C=2C(C1=O)=CC=CC2)=O)C)CN(C)C)C(C2=CC(=CC=C2)Cl)=O (N-[[1-[4-fluoro-2-(m-chlorobenzoyl)phenyl]-2-[(dimethylamino)methyl]-4-methylimidazol-5-yl]methyl]phthalimide), O.NN (hydrazine hydrate). The solvent is C(C)O (ethanol). Yields the product FC=1C=CC2=C(C(=NCC=3N2C(=NC3C)CN(C)C)C3=CC(=CC=C3)Cl)C1 (8-fluoro-6-(m-chlorophenyl)-1-[(dimethylamino)methyl]-3-methyl-4H-imidazo[1,5-a][1,4]benzodiazepine). RXN SMILES: [F:1][C:2]1[CH:7]=[CH:6][C:5]([N:8]2[C:12]([CH2:13][N:14]3C(=O)C4=CC=CC=C4C3=O)=[C:11]([CH3:25])[N:10]=[C:9]2[CH2:26][N:27]([CH3:29])[CH3:28])=[C:4]([C:30](=O)[C:31]2[CH:36]=[CH:35][CH:34]=[C:33]([Cl:37])[CH:32]=2)[CH:3]=1.O.NN>C(O)C>[F:1][C:2]1[CH:7]=[CH:6][C:5]2[N:8]3[C:9]([CH2:26][N:27]([CH3:29])[CH3:28])=[N:10][C:11]([CH3:25])=[C:12]3[CH2:13][N:14]=[C:30]([C:31]3[CH:36]=[CH:35][CH:34]=[C:33]([Cl:37])[CH:32]=3)[C:4]=2[CH:3]=1 |f:1.2|. Procedure: In the manner given in Example 4, N-[[1-[4-fluoro-2-(m-chlorobenzoyl)phenyl]-2-[(dimethylamino)methyl]-4-methylimidazol-5-yl]methyl]phthalimide in ethanol is heated with hydrazine hydrate to give 8-fluoro-6-(m-chlorophenyl)-1-[(dimethylamino)methyl]-3-methyl-4H-imidazo[1,5-a][1,4]benzodiazepine. Starting materials: C[C@]12N(CCC[C@H]1CN(C2)C(CN2C(C(CCC2)(C2=CC=CC=C2)C2=CC=CC=C2)=O)=O)C(=O)OC(C)(C)C ((4aS,7aS)-tert-butyl 7a-methyl-6-(2-(2-oxo-3,3-diphenylpiperidin-1-yl)acetyl)octahydro-1H-pyrrolo[3,4-b]pyridine-1-carboxylate), FC(C(=O)O)(F)F (trifluoroacetic acid). The solvent is C(Cl)Cl (methylene chloride). The product is C[C@]12NCCC[C@H]1CN(C2)C(CN2C(C(CCC2)(C2=CC=CC=C2)C2=CC=CC=C2)=O)=O (1-(2-((4aS,7aS)-7a-methyltetrahydro-1H-pyrrolo[3,4-b]pyridin-6(2H,7H,7aH)-yl)-2-oxoethyl)-3,3-diphenylpiperidin-2-one). Reaction SMILES: [CH3:1][C@@:2]12[CH2:10][N:9]([C:11](=[O:32])[CH2:12][N:13]3[CH2:18][CH2:17][CH2:16][C:15]([C:25]4[CH:30]=[CH:29][CH:28]=[CH:27][CH:26]=4)([C:19]4[CH:24]=[CH:23][CH:22]=[CH:21][CH:20]=4)[C:14]3=[O:31])[CH2:8][C@@H:7]1[CH2:6][CH2:5][CH2:4][N:3]2C(OC(C)(C)C)=O.FC(F)(F)C(O)=O>C(Cl)Cl>[CH3:1][C@@:2]12[CH2:10][N:9]([C:11](=[O:32])[CH2:12][N:13]3[CH2:18][CH2:17][CH2:16][C:15]([C:25]4[CH:26]=[CH:27][CH:28]=[CH:29][CH:30]=4)([C:19]4[CH:20]=[CH:21][CH:22]=[CH:23][CH:24]=4)[C:14]3=[O:31])[CH2:8][C@@H:7]1[CH2:6][CH2:5][CH2:4][NH:3]2. Procedure details: The product from Example 88A was dissolved in methylene chloride and reacted with trifluoroacetic acid at ambient temperature for 1 hour. The reaction mixture was concentrated to yield the trifluoroacetic salt of the title compound. m/z 418 (M+H)+. Starting materials: Fc1ccccc1Br, CC(C)(C)OC(=O)N1CCC(=O)CC1, [Li]CCCC, C1CCOC1. The product is CC(C)(C)OC(=O)N1CCC(O)(c2ccccc2F)CC1. RXN SMILES: [Br:1][c:2]1[c:3]([F:8])[cH:4][cH:5][cH:6][cH:7]1.[C:14]([CH3:15])([CH3:16])([CH3:17])[O:18][C:19](=[O:20])[N:21]1[CH2:22][CH2:23][C:24](=[O:27])[CH2:25][CH2:26]1.[CH2:9]([Li:10])[CH2:11][CH2:12][CH3:13].[O:28]1[CH2:29][CH2:30][CH2:31][CH2:32]1>>[c:2]1([C:24]2([OH:27])[CH2:23][CH2:22][N:21]([C:19]([O:18][C:14]([CH3:15])([CH3:16])[CH3:17])=[O:20])[CH2:26][CH2:25]2)[c:3]([F:8])[cH:4][cH:5][cH:6][cH:7]1. Reactants: O=C1NC(=O)c2ccccc21, CN(C)C=O, CSc1nc(Cl)cc(CCl)n1, [K], O. The product is CSc1nc(Cl)cc(CN2C(=O)c3ccccc3C2=O)n1. As a reaction SMILES: [C:12]1(=[O:22])[c:13]2[c:14]([cH:18][cH:19][cH:20][cH:21]2)[C:15](=[O:17])[NH:16]1.[CH3:25][N:26]([CH3:27])[CH:28]=[O:29].[Cl:1][c:2]1[n:3][c:4]([S:10][CH3:11])[n:5][c:6]([CH2:8][Cl:9])[cH:7]1.[K:23].[OH2:24]>>[Cl:1][c:2]1[n:3][c:4]([S:10][CH3:11])[n:5][c:6]([CH2:8][N:16]2[C:12](=[O:22])[c:13]3[c:14]([cH:18][cH:19][cH:20][cH:21]3)[C:15]2=[O:17])[cH:7]1. Starting materials: COC(=O)C=1C=2C(NC(=NC2C=CC1)CCl)=O (2-chloromethyl-4-oxo-3,4-dihydro-quinazoline-5-carboxylic acid methyl ester), N1CCNCC1 (piperazine), N1CCNCCC1 ([1,4]diazepane). Run in C(C)#N (acetonitrile). Conditions: time 8 hour. Yields the product COC(=O)C=1C=2C(NC(=NC2C=CC1)CN1CCNCC1)=O (4-Oxo-2-piperazin-1-ylmethyl-3,4-dihydro-quinazoline-5-carboxylic acid methyl ester), COC(=O)C=1C=2C(NC(=NC2C=CC1)CN1CCNCCC1)=O (2-[1,4]diazepan-1-ylmethyl-4-oxo-3,4-dihydro-quinazoline-5-carboxylic acid methyl ester), 47B. Reaction SMILES: [CH3:1][O:2][C:3]([C:5]1[C:6]2[C:7](=[O:17])[NH:8][C:9]([CH2:15]Cl)=[N:10][C:11]=2[CH:12]=[CH:13][CH:14]=1)=[O:4].[NH:18]1[CH2:23][CH2:22][NH:21][CH2:20][CH2:19]1.[NH:24]1[CH2:30][CH2:29][CH2:28][NH:27][CH2:26][CH2:25]1>C(#N)C>[CH3:1][O:2][C:3]([C:5]1[C:6]2[C:7](=[O:17])[NH:8][C:9]([CH2:15][N:18]3[CH2:23][CH2:22][NH:21][CH2:20][CH2:19]3)=[N:10][C:11]=2[CH:12]=[CH:13][CH:14]=1)=[O:4].[CH3:1][O:2][C:3]([C:5]1[C:6]2[C:7](=[O:17])[NH:8][C:9]([CH2:15][N:24]3[CH2:30][CH2:29][CH2:28][NH:27][CH2:26][CH2:25]3)=[N:10][C:11]=2[CH:12]=[CH:13][CH:14]=1)=[O:4]. Reported procedure: Displacement of the chloro group of compound 4 with piperazine or [1,4]diazepane using General procedure F provides the compound 47A or 47B. To a stirring solution of 4 (1 eq) in acetonitrile was added piperazine or [1,4]diazepane (large excess) under a blanket of nitrogen. The solution was allowed to stir overnight and then evaporated to dryness. The crude material was purified via silica plug with 9:1 dichloromethane:methanol to afford a white solid, 4-Oxo-2-piperazin-1-ylmethyl-3,4-dihydro-qu... Reactants: C1(=CC=CC=C1)\C=C\C1=CC=CC=C1 (trans-stilbene), CCO (EtOH), CC[C@H]1CN2CCC1C[C@@H]2[C@H](C3=C4C=C(C=CC4=NC=C3)OC)OC(=O)C5=CC=C(C=C5)Cl (DHQD-CLB), LDH-osmate, cinchona alkaloid. Yields the product C1(=CC=CC=C1)[C@H]([C@H](O)C1=CC=CC=C1)O ((R,R)-(+)-1,2-diphenyl-1,2-ethandiol). The yield is 92.0%. Reaction SMILES: C1(/C=C/C2C=CC=CC=2)C=CC=CC=1.[CH3:15][CH2:16][C@@H:17]1[CH:22]2[CH2:23][C@H:24]([C@@H:25]([O:38]C(C3C=CC(Cl)=CC=3)=O)[C:26]3C=CN=[C:32]4[C:27]=3[CH:28]=[C:29](OC)[CH:30]=[CH:31]4)N(CC2)C1.CC[OH:50]>>[C:27]1([C@@H:26]([OH:50])[C@@H:25]([C:24]2[CH:15]=[CH:16][CH:17]=[CH:22][CH:23]=2)[OH:38])[CH:28]=[CH:29][CH:30]=[CH:31][CH:32]=1. Procedure details: Catalytic asymmetric dihydroxylation reaction of trans-stilbene by using LDH-osmate of the formula IIa The reaction was performed by using an identical process as in Example 9 except the cinchona alkaloid is DHQD-CLB. (R,R)-(+)-1,2-diphenyl-1,2-ethandiol of more than 98.0% of enantiomeric excess was obtained (yield 92%) [∝]D+91.32 (c 1.0, EtOH): e.e.=98.2%